This data is from the Open Reaction Database (ORD), a public repository of structured organic reaction records. The task is: describe an organic reaction: reactants, conditions, products, and yield Starting materials: [I-].[Na+] (sodium iodide), ClCCCCCS(=O)(=O)N=CN(C)C (5-chloro-N-[dimethylamino-methylene]-pentane-sulfonamide), O (water). Run in C(C)C(=O)C (methyl ethyl ketone). Yields the product CN(C)C=NS(=O)(=O)CCCCCI (N-[dimethylamino-methylene]-5-iodo-pentane-sulfonamide). Isolated yield 93.3%. As a reaction SMILES: [I-:1].[Na+].Cl[CH2:4][CH2:5][CH2:6][CH2:7][CH2:8][S:9]([N:12]=[CH:13][N:14]([CH3:16])[CH3:15])(=[O:11])=[O:10].O>C(C(C)=O)C>[CH3:15][N:14]([CH:13]=[N:12][S:9]([CH2:8][CH2:7][CH2:6][CH2:5][CH2:4][I:1])(=[O:11])=[O:10])[CH3:16] |f:0.1|. Procedure details: 2.98 g of sodium iodide were added to a solution of 2.09 g of the product of Step B in 31.5 ml of methyl ethyl ketone (M.E.K.), and the mixture was refluxed for 4 hours. After cooling, water was added and extraction was carried out with ethyl acetate. The extracts were washed with water, then with a saturated aqueous solution of sodium chloride, dried and evaporated to dryness under reduced pressure to obtain 2.69 g of the expected product. The reactants are C(C1=CC=CC=C1)(C1=CC=CC=C1)(C1=CC=CC=C1)NC=1SC=C(N1)C(C(=O)O)=NOC1OCCCC1 (2-(2-tritylaminothiazol-4-yl)-2-(2-tetrahydropyranyloxyimino)acetic acid), Cl.Cl.NC1[C@@H]2N(C(=C(CS2)C[N+]2(CCCC2)C)C(=O)[O-])C1=O (7-amino-3-(1-methyl-1-pyrrolidinio)methyl-3-cephem-4-carboxylate dihydrochloride), monotrimethylsilylacetamide, P(=O)(Cl)(Cl)Cl (phosphorus oxychloride), CN(C=O)C (dimethylformamide). Solvent: O1CCCC1 (tetrahydrofuran), O1CCCC1 (tetrahydrofuran), O (water), O1CCCC1 (tetrahydrofuran). Conditions: temperature -20 celsius, time 30 minute. Product: C(C1=CC=CC=C1)(C1=CC=CC=C1)(C1=CC=CC=C1)NC=1SC=C(N1)C(C(=O)NC1[C@@H]2N(C(=C(CS2)C[N+]2(CCCC2)C)C(=O)[O-])C1=O)=NOC1OCCCC1 (7-[2-(2-tritylaminothiazol-4-yl)-2-(2-tetrahydropyranyloxyimino)acetamido]-3-(1-methyl-1-pyrrolidinio)methyl-3-cephem-4-carboxylate). Isolated yield 175.1%. Reaction SMILES: CN(C)C=O.P(Cl)(Cl)(Cl)=O.[C:11]([NH:30][C:31]1[S:32][CH:33]=[C:34]([C:36](=[N:40][O:41][CH:42]2[CH2:47][CH2:46][CH2:45][CH2:44][O:43]2)[C:37](O)=[O:38])[N:35]=1)([C:24]1[CH:29]=[CH:28][CH:27]=[CH:26][CH:25]=1)([C:18]1[CH:23]=[CH:22][CH:21]=[CH:20][CH:19]=1)[C:12]1[CH:17]=[CH:16][CH:15]=[CH:14][CH:13]=1.Cl.Cl.[NH2:50][CH:51]1[C:68](=[O:69])[N:53]2[C:54]([C:65]([O-:67])=[O:66])=[C:55]([CH2:58][N+:59]3([CH3:64])[CH2:63][CH2:62][CH2:61][CH2:60]3)[CH2:56][S:57][C@H:52]12>O1CCCC1.O>[C:11]([NH:30][C:31]1[S:32][CH:33]=[C:34]([C:36](=[N:40][O:41][CH:42]2[CH2:47][CH2:46][CH2:45][CH2:44][O:43]2)[C:37]([NH:50][CH:51]2[C:68](=[O:69])[N:53]3[C:54]([C:65]([O-:67])=[O:66])=[C:55]([CH2:58][N+:59]4([CH3:64])[CH2:63][CH2:62][CH2:61][CH2:60]4)[CH2:56][S:57][C@H:52]23)=[O:38])[N:35]=1)([C:18]1[CH:19]=[CH:20][CH:21]=[CH:22][CH:23]=1)([C:12]1[CH:17]=[CH:16][CH:15]=[CH:14][CH:13]=1)[C:24]1[CH:29]=[CH:28][CH:27]=[CH:26][CH:25]=1 |f:3.4.5|. Reported procedure: To a mixture of dimethylformamide (5.28 ml) and tetrahydrofuran (15 ml) wasadded phosphorus oxychloride (6.6 ml) under cooling. The mixture was stirred for 30 minutes under ice-cooling. To the mixture was added a solution of 2-(2-tritylaminothiazol-4-yl)-2-(2-tetrahydropyranyloxyimino)acetic acid (syn isomer) (30.4 g) in tetrahydrofuran (300 ml) with stirring under ice-cooling. The mixture was stirred for 40 minutes at 3° to 5° C. to produce an activated acid solution. On the other hand, to a so... Reported procedure: (S)-3-Amino-2-azetidinone (0.86 g) is suspended in 40 ml of tetrahydrofuran and 5 ml of water is added. A solution of phenylacetic acid (1.36 g) in 10 ml of tetrahydrofuran is added, followed by N-ethyl-N'-(3-dimethylamino)propylcarbodiimide, hydrochloride (1.92 g). The solution is adjusted to pH 4 by the addition of 2N hydrochloric acid and stirred for 1 hour at room temperature. The tetrahydrofuran is removed by evaporation and the remaining suspension is filtered to yield 1 g of (S)-3-[[(phen... The yield is 49.0%. The product is C1(=CC=CC=C1)CC(=O)N[C@@H]1C(NC1)=O ((S)-3-[[(phenylmethyl)carbonyl]amino]-2-azetidinone). Run in O1CCCC1 (tetrahydrofuran), O1CCCC1 (tetrahydrofuran). Conditions: time 1 hour. RXN SMILES: [NH2:1][C@H:2]1[CH2:5][NH:4][C:3]1=[O:6].O.[C:8]1([CH2:14][C:15](O)=[O:16])[CH:13]=[CH:12][CH:11]=[CH:10][CH:9]=1.Cl>O1CCCC1>[C:8]1([CH2:14][C:15]([NH:1][C@H:2]2[CH2:5][NH:4][C:3]2=[O:6])=[O:16])[CH:13]=[CH:12][CH:11]=[CH:10][CH:9]=1. Starting materials: C1(=CC=CC=C1)CC(=O)O (phenylacetic acid), N[C@@H]1C(NC1)=O ((S)-3-Amino-2-azetidinone), N-ethyl-N'-(3-dimethylamino)propylcarbodiimide, hydrochloride, Cl (hydrochloric acid), O (water). The reactants are OC1=NC=C(C(=O)OC)C=C1 (methyl 6-hydroxynicotinate), C1(=CC=C(C=C1)CBr)C1=CC=CC=C1 (4-biphenylylmethyl bromide), C([O-])([O-])=O.[K+].[K+] (potassium carbonate), CN(C)C=O (DMF). Solvent: O (water). Reaction conditions: time 12 hour. The product is C1(=CC=C(C=C1)CN1C=C(C=CC1=O)C(=O)OC)C1=CC=CC=C1 (Methyl 1-(4-biphenylylmethyl)-1,6-dihydro-6-oxo-3-pyridinecarboxylate). The yield is 81.5%. Reaction SMILES: [OH:1][C:2]1[CH:11]=[CH:10][C:5]([C:6]([O:8][CH3:9])=[O:7])=[CH:4][N:3]=1.[C:12]1([C:20]2[CH:25]=[CH:24][CH:23]=[CH:22][CH:21]=2)[CH:17]=[CH:16][C:15]([CH2:18]Br)=[CH:14][CH:13]=1.C(=O)([O-])[O-].[K+].[K+].CN(C=O)C>O>[C:12]1([C:20]2[CH:21]=[CH:22][CH:23]=[CH:24][CH:25]=2)[CH:13]=[CH:14][C:15]([CH2:18][N:3]2[C:2](=[O:1])[CH:11]=[CH:10][C:5]([C:6]([O:8][CH3:9])=[O:7])=[CH:4]2)=[CH:16][CH:17]=1 |f:2.3.4|. Procedure details: A mixture of methyl 6-hydroxynicotinate (3 g), 4-biphenylylmethyl bromide (5.8 g), potassium carbonate (8.2 g), and DMF (30 ml) was stirred at room temperature for 12 hr. The reaction mixture was diluted with water and extracted with ethyl acetate. The organic layer was washed with water and saturated aqueous sodium chloride sequentially and concentrated. The resulting crystals were washed with diisopropylether and recrystallized from ethyl acetate/hexane to obtain the titled compound (5.1 g). Isolated yield 30.0%. Product: ClC=1C=C(C(=O)N)C=C(N1)N1CCC(CC1)NC(=O)C=1NC(=C(C1Cl)Cl)C (2-Chloro-6-(4-{[(3,4-dichloro-5-methyl-1H-pyrrol-2-yl)carbonyl]amino}piperidin-1-yl)isonicotinamide). Conditions: time 8 hour. Procedure: Diisopropylethylamine (0.063 ml, 0.37 mmol), EDC (0.095 g, 0.31 mmol) and HOAT (0.042 g, 0.31 mmol) were added to a stirred solution of 3,4-dichloro-5-methyl-1H-pyrrole-2-carboxylic acid (Intermediate 3, 0.060 g, 0.31 mmol) in DMF (1.0 ml) at room temperature. The resultant solution was stirred for 30 mins and a solution of 2-(4-aminopiperidin-1-yl)-6-chloroisonicotinamide hydrochloride (Intermediate 70, 0.096 g, 0.37 mmol) in 1 ml of DMF was added. The reaction was stirred overnight, then conce... Reactants: resultant solution, Cl.NC1CCN(CC1)C=1C=C(C(=O)N)C=C(N1)Cl (2-(4-aminopiperidin-1-yl)-6-chloroisonicotinamide hydrochloride), Cl.NC1CCN(CC1)C=1C=C(C(=O)N)C=C(N1)Cl (2-(4-aminopiperidin-1-yl)-6-chloroisonicotinamide hydrochloride), C(C)(C)N(CC)C(C)C (Diisopropylethylamine), C(CCl)Cl (EDC), C1=CC2=C(N=C1)N(N=N2)O (HOAT), ClC1=C(NC(=C1Cl)C)C(=O)NC1CCN(CC1)C1=NC(=NC=C1)S(=O)C (3,4-Dichloro-5-methyl-N-{1-[2-(methylsulfinyl)pyrimidin-4-yl]piperidin-4-yl}-1H-pyrrole-2-carboxamide), ClC1=C(NC(=C1Cl)C)C(=O)NC1CCN(CC1)C1=NC(=NC=C1)S(=O)C (3,4-Dichloro-5-methyl-N-{1-[2-(methylsulfinyl)pyrimidin-4-yl]piperidin-4-yl}-1H-pyrrole-2-carboxamide). Run in CN(C)C=O (DMF), CN(C)C=O (DMF). Reaction SMILES: C(N(C(C)C)CC)(C)C.C(Cl)CCl.C1C=NC2N(O)N=NC=2C=1.[Cl:24][C:25]1[C:29]([Cl:30])=[C:28]([CH3:31])[NH:27][C:26]=1[C:32](NC1CCN(C2C=CN=C(S(C)=O)N=2)CC1)=[O:33].Cl.[NH2:51][CH:52]1[CH2:57][CH2:56][N:55]([C:58]2[CH:59]=[C:60]([CH:64]=[C:65]([Cl:67])[N:66]=2)[C:61]([NH2:63])=[O:62])[CH2:54][CH2:53]1>CN(C=O)C>[Cl:67][C:65]1[CH:64]=[C:60]([CH:59]=[C:58]([N:55]2[CH2:54][CH2:53][CH:52]([NH:51][C:32]([C:26]3[NH:27][C:28]([CH3:31])=[C:29]([Cl:30])[C:25]=3[Cl:24])=[O:33])[CH2:57][CH2:56]2)[N:66]=1)[C:61]([NH2:63])=[O:62] |f:4.5|. Reactants: C(C(=O)O)(=O)O.ClCCCN1CC(C1)OC(C1=CC=CC=C1)(C1=CC=CC=C1)C1=CC=CC=C1 (1-(3-chloropropyl)-3-(trityloxy)azetidine oxalate), O (water), S1C=CC2=C1C=CC(=C2)CCO (2-(1-benzothiophen-5-yl)-1-ethanol), [OH-].[Na+] (sodium hydroxide). The reagents and catalysts are [Br-].C(CCC)[N+](CCCC)(CCCC)CCCC (tetra-n-butylammonium bromide). Run in C1(=CC=CC=C1)C (toluene), C1(=CC=CC=C1)C (toluene). Yields the product S1C=CC2=C1C=CC(=C2)CCOCCCN2CC(C2)OC(C2=CC=CC=C2)(C2=CC=CC=C2)C2=CC=CC=C2 (1-{3-[2-(1-benzothiophen-5-yl)ethoxy]propyl}-3-(trityloxy)azetidine). Yield: 36.7%. RXN SMILES: [OH-].[Na+].[S:3]1[C:7]2[CH:8]=[CH:9][C:10]([CH2:12][CH2:13][OH:14])=[CH:11][C:6]=2[CH:5]=[CH:4]1.C(O)(=O)C(O)=O.Cl[CH2:22][CH2:23][CH2:24][N:25]1[CH2:28][CH:27]([O:29][C:30]([C:43]2[CH:48]=[CH:47][CH:46]=[CH:45][CH:44]=2)([C:37]2[CH:42]=[CH:41][CH:40]=[CH:39][CH:38]=2)[C:31]2[CH:36]=[CH:35][CH:34]=[CH:33][CH:32]=2)[CH2:26]1.O>C1(C)C=CC=CC=1.[Br-].C([N+](CCCC)(CCCC)CCCC)CCC>[S:3]1[C:7]2[CH:8]=[CH:9][C:10]([CH2:12][CH2:13][O:14][CH2:22][CH2:23][CH2:24][N:25]3[CH2:26][CH:27]([O:29][C:30]([C:43]4[CH:48]=[CH:47][CH:46]=[CH:45][CH:44]=4)([C:37]4[CH:38]=[CH:39][CH:40]=[CH:41][CH:42]=4)[C:31]4[CH:36]=[CH:35][CH:34]=[CH:33][CH:32]=4)[CH2:28]3)=[CH:11][C:6]=2[CH:5]=[CH:4]1 |f:0.1,3.4,7.8|. Procedure details: In a mixture of 0.4 mL of toluene and 7 mL of a 50% (W/V) aqueous sodium hydroxide solution was suspended 0.54 g of 2-(1-benzothiophen-5-yl)-1-ethanol, followed by adding thereto 1.45 g of 1-(3-chloropropyl)-3-(trityloxy)azetidine oxalate and 0.03 g of tetra-n-butylammonium bromide, and the resulting mixture was refluxed for 7 hours. After the reaction mixture was cooled, water and toluene were added thereto and the organic layer was separated. The organic layer was washed with a saturated aqueo... Starting materials: C1CC2CC1CC2O (norborneol), FC1=CC=C(C=C1)[N+](=O)[O-] (p-fluoronitrobenzene), CN(C)C=O (DMF), [H-].[Na+] (NaH). Run in C1=CC=CC=C1 (C6H6). Conditions: time 30 minute. Yields the product CC1(C2CCC(C1)C2)OC2=CC=C(C=C2)[N+](=O)[O-] (p-[(2-Methyl-2-norbornyl]oxy)nitrobenzene). RXN SMILES: [CH2:1]1[CH:5]2[CH2:6][CH:7]([OH:8])[CH:3]([CH2:4]2)[CH2:2]1.[CH3:9]N(C=O)C.[H-].[Na+].F[C:17]1[CH:22]=[CH:21][C:20]([N+:23]([O-:25])=[O:24])=[CH:19][CH:18]=1>C1C=CC=CC=1>[CH3:9][C:7]1([O:8][C:17]2[CH:22]=[CH:21][C:20]([N+:23]([O-:25])=[O:24])=[CH:19][CH:18]=2)[CH2:6][CH:5]2[CH2:4][CH:3]1[CH2:2][CH2:1]2 |f:2.3|. Procedure details: To a solution of 15.6 g. (0.10 mole) of the crude norborneol in 80 ml. DMF and 160 ml. C6H6 there was added 4.21 g. of 56% NaH dispersion. Following 30 minutes heating at reflux, there was added 14.1 g. of p-fluoronitrobenzene. The mixture was then heated for an additional 6 hours, cooled and washed thoroughly with H2O and brine. The residue was chromatographed on 2 L silica gel (elution with 1:1 SSB:C6H6). Those fractions which showed a single spot on tlc were combined to afford 13.5 g. of prod... Isolated yield 33.3%. As a reaction SMILES: [N:1]1([CH2:6][C:7]2[C:12]([OH:13])=[CH:11][CH:10]=[CH:9][N:8]=2)[CH:5]=[CH:4][N:3]=[CH:2]1.[H-].[Na+].[CH2:16](Br)[C:17]1[CH:22]=[CH:21][CH:20]=[CH:19][CH:18]=1.O>CN(C)C=O>[N:1]1([CH2:6][C:7]2[C:12]([O:13][CH2:16][C:17]3[CH:22]=[CH:21][CH:20]=[CH:19][CH:18]=3)=[CH:11][CH:10]=[CH:9][N:8]=2)[CH:5]=[CH:4][N:3]=[CH:2]1 |f:1.2|. Procedure: A solution of 2-(imidazol-1-ylmethyl)-3-hydroxypyridine (3.0 g.) in dry N,N-dimethylformamide (40 ml.) was treated with sodium hydride (0.90 g., 50% suspension in mineral oil) at 0° C., while under a dry nitrogen atmosphere and the resulting suspension was stirred at 0° C. for a period of 30 minutes. Benzyl bromide (2.90 g.) was then added dropwise to the stirred solution and stirring of same was continued for a further hour at 0° C., followed by stirring at room temperature (~25° C.) for a peri... The reactants are N1(C=NC=C1)CC1=NC=CC=C1O (2-(imidazol-1-ylmethyl)-3-hydroxypyridine), [H-].[Na+] (sodium hydride), O (water), C(C1=CC=CC=C1)Br (Benzyl bromide). Conditions: temperature 0 celsius, time 30 minute. The product is N1(C=NC=C1)CC1=NC=CC=C1OCC1=CC=CC=C1 (2-(imidazol-1-ylmethyl)-3-benzyloxypyridine). The solvent is CN(C=O)C (N,N-dimethylformamide). The reactants are ClCCC(=O)Cl (3-chloropropionyl chloride), NC=1C=C(C(C(=O)O)=CC1)O (4-Aminosalicyclic acid), N1=CC=CC=C1 (pyridine). Run in C(C)#N (acetonitrile). Conditions: time 20 minute. The product is ClCCC(=O)NC=1C=C(C(C(=O)O)=CC1)O (4-(3-chloropropionamido) salicyclic acid). RXN SMILES: [NH2:1][C:2]1[CH:3]=[C:4]([OH:11])[C:5](=[CH:9][CH:10]=1)[C:6]([OH:8])=[O:7].[Cl:12][CH2:13][CH2:14][C:15](Cl)=[O:16].N1C=CC=CC=1>C(#N)C>[Cl:12][CH2:13][CH2:14][C:15]([NH:1][C:2]1[CH:3]=[C:4]([OH:11])[C:5](=[CH:9][CH:10]=1)[C:6]([OH:8])=[O:7])=[O:16]. Procedure details: 7.5 g of 4-Aminosalicyclic acid was dissolved in 300 ml of acetonitrile at about 60° C. 12 ml of 3-chloropropionyl chloride was added dropwise and followed by addition of 5 ml of pyridine, the resulting mixture was refluxed for three hours. The mixture, which became clear after approximately 20 minutes of refluxing, was cooled and evaporated to dryness under reduced pressure. A gummy oil was dissolved in isopropanol-water and refrigerated for several days. A small amount of solid thus produced w...